The task is: describe an organic reaction: reactants, conditions, products, and yield. This data is from the Open Reaction Database (ORD), a public repository of structured organic reaction records. The reactants are C(C)OC(C1=C(C=C(C=C1C)O)O)=O (2,4-Dihydroxy-6-methyl-benzoic acid ethyl ester), Cl.ClCC=1C=C(OCC2=NC3=CC=CC=C3C=C2)C=CC1 (2-(3-Chloromethyl-phenoxymethyl)-quinoline hydrochloride), C([O-])([O-])=O.[K+].[K+] (potassium carbonate). Reagents/catalysts: [I-].C(CCC)[N+](CCCC)(CCCC)CCCC (tetrabutylammonium iodide). Solvent: CC(=O)C (acetone). Yields the product OC1=C(C(=O)OCC)C(=CC(=C1)OCC1=CC(=CC=C1)OCC1=NC2=CC=CC=C2C=C1)C (Ethyl 2-hydroxy-6-methyl-4-[3-(quinolin-2-ylmethoxy)-benzyloxy]-benzoate). Reaction SMILES: [CH2:1]([O:3][C:4](=[O:14])[C:5]1[C:10]([CH3:11])=[CH:9][C:8]([OH:12])=[CH:7][C:6]=1[OH:13])[CH3:2].Cl.Cl[CH2:17][C:18]1[CH:19]=[C:20]([CH:33]=[CH:34][CH:35]=1)[O:21][CH2:22][C:23]1[CH:32]=[CH:31][C:30]2[C:25](=[CH:26][CH:27]=[CH:28][CH:29]=2)[N:24]=1.C(=O)([O-])[O-].[K+].[K+]>[I-].C([N+](CCCC)(CCCC)CCCC)CCC.CC(C)=O>[OH:13][C:6]1[CH:7]=[C:8]([O:12][CH2:17][C:18]2[CH:35]=[CH:34][CH:33]=[C:20]([O:21][CH2:22][C:23]3[CH:32]=[CH:31][C:30]4[C:25](=[CH:26][CH:27]=[CH:28][CH:29]=4)[N:24]=3)[CH:19]=2)[CH:9]=[C:10]([CH3:11])[C:5]=1[C:4]([O:3][CH2:1][CH3:2])=[O:14] |f:1.2,3.4.5,6.7|. Procedure details: 2,4-Dihydroxy-6-methyl-benzoic acid ethyl ester (315 mg, 1.6 mmol) is combined with 2-(3-chloromethyl-phenoxymethyl)-quinoline hydrochloride (0.51 g, 1.6 mmol, example 49), tetrabutylammonium iodide (55 mg, 0.15 mmol) and potassium carbonate (0.48 g, 3.5 mmol) in acetone (9 mL). The reaction is heated at reflux 48 h. The reaction is partitioned between ethyl acetate and saturated ammonium chloride. The organic phase is washed with brine, dried over magnesium sulfate, filtered and concentrated to... The reactants are F[B-](F)(F)F, CCN(C(C)C)C(C)C, Cc1ccc(-c2nocc2C(=O)O)cc1, OC1(c2ccccc2Cl)CCNC1, Cl, CN(C)C=O, CN(C)C(On1nnc2ccccc21)=[N+](C)C. Product: Cc1ccc(-c2nocc2C(=O)N2CCC(O)(c3ccccc3Cl)C2)cc1. Reaction SMILES: [B-:15]([F:16])([F:17])([F:18])[F:19].[CH2:37]([N:38]([CH:39]([CH3:40])[CH3:41])[CH:42]([CH3:43])[CH3:44])[CH3:45].[CH3:46][c:47]1[cH:48][cH:49][c:50](-[c:53]2[n:54][o:55][cH:56][c:57]2[C:58](=[O:59])[OH:60])[cH:51][cH:52]1.[Cl:2][c:3]1[c:4]([C:9]2([OH:14])[CH2:10][NH:11][CH2:12][CH2:13]2)[cH:5][cH:6][cH:7][cH:8]1.[ClH:1].[O:61]=[CH:62][N:63]([CH3:64])[CH3:65].[n:20]1([O:21][C:22]([N:23]([CH3:24])[CH3:25])=[N+:26]([CH3:27])[CH3:28])[c:29]2[cH:30][cH:31][cH:32][cH:33][c:34]2[n:35][n:36]1>>[Cl:2][c:3]1[c:4]([C:9]2([OH:14])[CH2:10][N:11]([C:58]([c:57]3[c:53](-[c:50]4[cH:49][cH:48][c:47]([CH3:46])[cH:52][cH:51]4)[n:54][o:55][cH:56]3)=[O:59])[CH2:12][CH2:13]2)[cH:5][cH:6][cH:7][cH:8]1. Starting materials: CC(C)(O)c1ccc2c(c1)C(=CCCBr)c1cccnc1CO2, CC(C)O, COC1(c2ccc(Cl)cc2)CCNCC1, I, Cc1cccc(C)n1. Yields the product COC1(c2ccc(Cl)cc2)CCN(CCC=C2c3cc(C(C)(C)O)ccc3OCc3ncccc32)CC1. Reaction SMILES: [Br:25][CH2:26][CH2:27][CH:28]=[C:29]1[c:30]2[c:31]([cH:40][cH:41][c:42]([C:44]([CH3:45])([CH3:46])[OH:47])[cH:43]2)[O:32][CH2:33][c:34]2[c:35]1[cH:36][cH:37][cH:38][n:39]2.[CH:48]([OH:49])([CH3:50])[CH3:51].[Cl:1][c:2]1[cH:3][cH:4][c:5]([C:8]2([O:14][CH3:15])[CH2:9][CH2:10][NH:11][CH2:12][CH2:13]2)[cH:6][cH:7]1.[I:24].[n:16]1[c:17]([CH3:18])[cH:19][cH:20][cH:21][c:22]1[CH3:23]>>[Cl:1][c:2]1[cH:3][cH:4][c:5]([C:8]2([O:14][CH3:15])[CH2:9][CH2:10][N:11]([CH2:26][CH2:27][CH:28]=[C:29]3[c:30]4[c:31]([cH:40][cH:41][c:42]([C:44]([CH3:45])([CH3:46])[OH:47])[cH:43]4)[O:32][CH2:33][c:34]4[c:35]3[cH:36][cH:37][cH:38][n:39]4)[CH2:12][CH2:13]2)[cH:6][cH:7]1. Starting materials: C1CCOC1, COc1ccc(CCO)c([N+](=O)[O-])c1, [H-], CI, [Na+]. Product: COCCc1ccc(OC)cc1[N+](=O)[O-]. Reaction SMILES: [CH2:19]1[O:20][CH2:21][CH2:22][CH2:23]1.[CH3:1][O:2][c:3]1[cH:4][c:5]([N+:12](=[O:13])[O-:14])[c:6]([CH2:9][CH2:10][OH:11])[cH:7][cH:8]1.[H-:15].[I:17][CH3:18].[Na+:16]>>[CH3:1][O:2][c:3]1[cH:4][c:5]([N+:12](=[O:13])[O-:14])[c:6]([CH2:9][CH2:10][O:11][CH3:18])[cH:7][cH:8]1. The reactants are ClC1=CC=C2C(=CN(C2=C1)CC(C)C)C(C(F)(F)F)=O (1-(6-chloro-1-isobutyl-1H-indol-3-yl)-2,2,2-trifluoro-ethanone), [OH-].[Na+] (sodium hydroxide). The solvent is O (water). Reaction conditions: temperature 25 celsius. The product is ClC1=CC=C2C(=CN(C2=C1)CC(C)C)C(=O)O (6-chloro-1-isobutyl-1H-indole-3-carboxylic acid). The yield is 79.0%. As a reaction SMILES: [Cl:1][C:2]1[CH:10]=[C:9]2[C:5]([C:6]([C:15](=[O:20])C(F)(F)F)=[CH:7][N:8]2[CH2:11][CH:12]([CH3:14])[CH3:13])=[CH:4][CH:3]=1.[OH-:21].[Na+]>O>[Cl:1][C:2]1[CH:10]=[C:9]2[C:5]([C:6]([C:15]([OH:20])=[O:21])=[CH:7][N:8]2[CH2:11][CH:12]([CH3:13])[CH3:14])=[CH:4][CH:3]=1 |f:1.2|. Reported procedure: A mixture of 1-(6-chloro-1-isobutyl-1H-indol-3-yl)-2,2,2-trifluoro-ethanone (282.7 mg, 0.81 mmol) in a 20% aqueous sodium hydroxide solution (2.7 mL) was heated under reflux for 17 h. At this time, the reaction was cooled to 25° C. and was diluted with water (75 mL). This mixture was extracted with diethyl ether (1×50 mL). The aqueous layer was acidified to pH=1 with concentrated hydrochloric acid and then extracted with ethyl acetate (1×75 mL). The combined organic layers were washed with water...